Dataset: the Open Reaction Database (ORD), a public repository of structured organic reaction records. Task: describe an organic reaction: reactants, conditions, products, and yield Starting materials: O=C([O-])[O-], CCCI, [K+], [K+], CN(C)C=O, COC(=O)c1ccc(O)c(Cl)c1. Yields the product CCCOc1ccc(C(=O)OC)cc1Cl. Reaction SMILES: [C:13](=[O:14])([O-:15])[O-:16].[CH2:19]([CH2:20][CH3:21])[I:22].[K+:17].[K+:18].[O:23]=[CH:24][N:25]([CH3:26])[CH3:27].[OH:1][c:2]1[c:3]([Cl:12])[cH:4][c:5]([C:6](=[O:7])[O:8][CH3:9])[cH:10][cH:11]1>>[O:1]([c:2]1[c:3]([Cl:12])[cH:4][c:5]([C:6](=[O:7])[O:8][CH3:9])[cH:10][cH:11]1)[CH2:19][CH2:20][CH3:21]. The reactants are ice water, ClC=1C=CC=2C3=C(NC2C1)CCN(C3)C (7-chloro-2-methyl-2,3,4,5-tetrahydro-1H-pyrido[4,3-b]indole), CC1(OC1)C1=CC=NC=C1 (4-(2-methyloxiran-2-yl)pyridine), [H-].[Na+] (NaH). Solvent: CN(C)C=O (DMF). Run at time 5 minute. Yields the product ClC=1C=CC=2C3=C(N(C2C1)CC(C)(O)C1=CC=NC=C1)CCN(C3)C (1-(7-chloro-2-methyl-3,4-dihydro-1H-pyrido[4,3-b]indol-5(2H)-yl)-2-(pyridin-4-yl)propan-2-ol). Reaction SMILES: [Cl:1][C:2]1[CH:3]=[CH:4][C:5]2[C:6]3[CH2:14][N:13]([CH3:15])[CH2:12][CH2:11][C:7]=3[NH:8][C:9]=2[CH:10]=1.[H-].[Na+].[CH3:18][C:19]1([C:22]2[CH:27]=[CH:26][N:25]=[CH:24][CH:23]=2)[CH2:21][O:20]1>CN(C=O)C>[Cl:1][C:2]1[CH:3]=[CH:4][C:5]2[C:6]3[CH2:14][N:13]([CH3:15])[CH2:12][CH2:11][C:7]=3[N:8]([CH2:18][C:19]([C:22]3[CH:27]=[CH:26][N:25]=[CH:24][CH:23]=3)([OH:20])[CH3:21])[C:9]=2[CH:10]=1 |f:1.2|. Reported procedure: A flask was charged with 7-chloro-2-methyl-2,3,4,5-tetrahydro-1H-pyrido[4,3-b]indole (1.2 g, 5.0 mmol) in DMF (10 mL) and stirred for 5 min. NaH (60% in hexane) (654 mg, 16 mmol) was added and the mixture stirred at RT for 10 min. Then 4-(2-methyloxiran-2-yl)pyridine (1.35 g, mmol) was added and the mixture stirred at RT for 16 h. The progress of reaction was monitored by TLC. The reaction mixture was poured into ice water and filtered. The filtrate was washed with water and concentrated. The re... Product: COc1ccc(CC(=O)Cl)cc1OC. As a reaction SMILES: [CH3:1][O:2][c:3]1[cH:4][c:5]([CH2:11][C:12](=[O:13])[OH:14])[cH:6][cH:7][c:8]1[O:9][CH3:10].[CH3:23][CH2:24][OH:25].[CH:19]([Cl:20])([Cl:21])[Cl:22].[S:15]([Cl:16])([Cl:17])=[O:18]>>[CH3:1][O:2][c:3]1[cH:4][c:5]([CH2:11][C:12](=[O:14])[Cl:17])[cH:6][cH:7][c:8]1[O:9][CH3:10]. Starting materials: COc1ccc(CC(=O)O)cc1OC, CCO, ClC(Cl)Cl, O=S(Cl)Cl.